describe an organic reaction: reactants, conditions, products, and yield From a dataset of the Open Reaction Database (ORD), a public repository of structured organic reaction records. The reactants are OC[C@@]12C(CC[C@H]1[C@@H]1CCC3=CC(CC[C@]3(C)[C@H]1CC2)=O)=O (hydroxyandrost-4-ene-3,17-dione), O[C@H]1C[C@H]2[C@@H]3CCC([C@@]3(C)CC[C@@H]2[C@]2(CCC(C=C12)=O)C)=O (6α-hydroxyandrost-4-ene-3,17-dione). Solvent: CCCCCC.C(C)(=O)OCC (hexane ethyl acetate). Yields the product O[C@@H]1C[C@H]2[C@@H]3CCC([C@@]3(C)CC[C@@H]2[C@]2(CCC(C=C12)=O)C)=O (6β-hydroxyandrost-4-ene-3,17-dione). Reaction SMILES: OC[C@]12CC[C@H]3[C@@H](CCC4[C@]3(C)CCC(=O)C=4)[C@@H]1CCC2=O.[OH:23][C@@H:24]1[C:41]2[C@:36]([CH3:43])([CH2:37][CH2:38][C:39](=[O:42])[CH:40]=2)[C@@H:35]2[C@H:26]([C@H:27]3[C@@:31]([CH2:33][CH2:34]2)([CH3:32])[C:30](=[O:44])[CH2:29][CH2:28]3)[CH2:25]1>CCCCCC.C(OCC)(=O)C>[OH:23][C@H:24]1[C:41]2[C@:36]([CH3:43])([CH2:37][CH2:38][C:39](=[O:42])[CH:40]=2)[C@@H:35]2[C@H:26]([C@H:27]3[C@@:31]([CH2:33][CH2:34]2)([CH3:32])[C:30](=[O:44])[CH2:29][CH2:28]3)[CH2:25]1 |f:2.3|. Procedure: Meta-chloroperbenzoic acid (11-25 g) was added to the crude 3-acetoxyandrosta-3,5-dien-17-one (i.e., from 15 g of androst-4-ene-3,17-dione) in dioxan (500 ml) and water (5 ml) and cooled to 5° C. in an ice bath. The reaction mixture was then kept at this temperature for 24 h and then diluted with water (500 ml) and extracted with ethyl acetate (3×500 ml). The organic phase was washed with sodium bisulphite (200 ml, 10%), after which a negative starch iodide test was obtained. The organic phase w... The reactants are CC1=NC(=NN1C(C(=O)O)C)C(F)(F)F (2-[5-methyl-3-(trifluoromethyl)-1,2,4-triazol-1-yl]propanoic acid), FC1=CC=C(C=C1)N1N=CC=2NCCCC21 (1-(4-fluorophenyl)-4,5,6,7-tetrahydro-1H-pyrazolo[4,3-b]pyridine), CCN(C(C)C)C(C)C (Hunig's base), 2-(1H-7-azabenzotriazol-1-yl)-1,1,3,3-tetramethyl uranium hexafluorophosphate methanaminium. The solvent is CN(C)C=O (DMF). Conditions: time 1 hour. The product is FC1=CC=C(C=C1)N1N=CC=2N(CCCC21)C(C(C)N2N=C(N=C2C)C(F)(F)F)=O (1-[1-(4-fluorophenyl)-6,7-dihydro-5H-pyrazolo[4,3-b]pyridin-4-yl]-2-[5-methyl-3-(trifluoromethyl)-1,2,4-triazol-1-yl]propan-1-one). Yield: 30.0%. RXN SMILES: [CH3:1][C:2]1[N:6]([CH:7]([CH3:11])[C:8]([OH:10])=O)[N:5]=[C:4]([C:12]([F:15])([F:14])[F:13])[N:3]=1.[F:16][C:17]1[CH:22]=[CH:21][C:20]([N:23]2[C:31]3[CH2:30][CH2:29][CH2:28][NH:27][C:26]=3[CH:25]=[N:24]2)=[CH:19][CH:18]=1.CCN(C(C)C)C(C)C>CN(C=O)C>[F:16][C:17]1[CH:18]=[CH:19][C:20]([N:23]2[C:31]3[CH2:30][CH2:29][CH2:28][N:27]([C:8](=[O:10])[CH:7]([N:6]4[C:2]([CH3:1])=[N:3][C:4]([C:12]([F:15])([F:14])[F:13])=[N:5]4)[CH3:11])[C:26]=3[CH:25]=[N:24]2)=[CH:21][CH:22]=1. Procedure details: To a mixture of 2-[5-methyl-3-(trifluoromethyl)-1,2,4-triazol-1-yl]propanoic acid (0.051 g, 0.23 mmol) and 1-(4-fluorophenyl)-4,5,6,7-tetrahydro-1H-pyrazolo[4,3-b]pyridine (0.050 g, 0.23 mmol) in DMF (1 mL) were added Hunig's base (0.059 g, 0.46 mmol) and 2-(1H-7-azabenzotriazol-1-yl)-1,1,3,3-tetramethyl uranium hexafluorophosphate methanaminium (HATU) (0.096 g, 0.25 mmol). The mixture was stirred at room temperature for 1 hour and then partitioned between water (4 mL) and ethyl acetate (6 mL). ... The reactants are CN1C(=O)N(c2nccc(C(F)(F)F)n2)CC1C(=O)OC(C)(C)C, ClCCl, O=C(O)C(F)(F)F. Product: CN1C(=O)N(c2nccc(C(F)(F)F)n2)CC1C(=O)O. RXN SMILES: [CH3:1][N:2]1[C:3](=[O:24])[N:4]([c:14]2[n:15][cH:16][cH:17][c:18]([C:20]([F:21])([F:22])[F:23])[n:19]2)[CH2:5][CH:6]1[C:7](=[O:8])[O:9][C:10]([CH3:11])([CH3:12])[CH3:13].[Cl:32][CH2:33][Cl:34].[F:25][C:26]([F:27])([F:28])[C:29]([OH:30])=[O:31]>>[CH3:1][N:2]1[C:3](=[O:24])[N:4]([c:14]2[n:15][cH:16][cH:17][c:18]([C:20]([F:21])([F:22])[F:23])[n:19]2)[CH2:5][CH:6]1[C:7](=[O:8])[OH:9]. The reactants are CN(C=O)C (N,N-dimethylformamide), CS(=O)(=O)OCCCCC(=C(F)F)C (6,6-difluoro-5-methyl-5-hexenyl methanesulfonate), ClC1=C(N(N=C1CC)C)C(=O)O (4-chloro-5-ethyl-2-methyl-2H-pyrazole-3-carboxylic acid), C(O)([O-])=O.[Na+] (sodium hydrogencarbonate). The solvent is O (water). Run at temperature 100 celsius, time 7 hour. Product: ClC1=C(N(N=C1CC)C)C(=O)OCCCCC(=C(F)F)C (6,6-difluoro-5-methyl-5-hexenyl 4-chloro-5-ethyl-2-methyl-2H-pyrazole-3-carboxylate). Yield: 73.7%. RXN SMILES: CN(C)C=O.CS([O:10][CH2:11][CH2:12][CH2:13][CH2:14][C:15]([CH3:19])=[C:16]([F:18])[F:17])(=O)=O.[Cl:20][C:21]1[C:25]([CH2:26][CH3:27])=[N:24][N:23]([CH3:28])[C:22]=1[C:29](O)=[O:30].C(=O)([O-])O.[Na+]>O>[Cl:20][C:21]1[C:25]([CH2:26][CH3:27])=[N:24][N:23]([CH3:28])[C:22]=1[C:29]([O:10][CH2:11][CH2:12][CH2:13][CH2:14][C:15]([CH3:19])=[C:16]([F:18])[F:17])=[O:30] |f:3.4|. Procedure: To 10 ml of N,N-dimethylformamide were dissolved 0.50 g (2.2 mmol) of 6,6-difluoro-5-methyl-5-hexenyl methanesulfonate and 0.45 g (2.4 mmol) of 4-chloro-5-ethyl-2-methyl-2H-pyrazole-3-carboxylic acid, followed by the addition of 0.37 g (4.4 mmol) of sodium hydrogencarbonate and stirring at 100° C. for 7 hours. The reaction liquid was then poured in water and extracted with ethyl acetate. The organic layer was washed with water and a saturated saline solution in this order, followed by drying ove... The reactants are O=C([O-])O, CC(=O)c1ccccc1, ClCCl, [Na+], CC(O)CCS, Cc1ccc(S(=O)(=O)O)cc1. The product is CC1CCSC(C)(c2ccccc2)O1. Reaction SMILES: [C:27](=[O:28])([OH:29])[O-:30].[CH3:7][C:8](=[O:9])[c:10]1[cH:11][cH:12][cH:13][cH:14][cH:15]1.[Cl:32][CH2:33][Cl:34].[Na+:31].[SH:1][CH2:2][CH2:3][CH:4]([CH3:5])[OH:6].[c:16]1([CH3:17])[cH:18][cH:19][c:20]([S:21]([OH:22])(=[O:23])=[O:24])[cH:25][cH:26]1>>[S:1]1[CH2:2][CH2:3][CH:4]([CH3:5])[O:6][C:8]1([CH3:7])[c:10]1[cH:11][cH:12][cH:13][cH:14][cH:15]1.